Dataset: the Open Reaction Database (ORD), a public repository of structured organic reaction records. Task: describe an organic reaction: reactants, conditions, products, and yield Starting materials: CO, Cc1cc(-c2nc[nH]n2)ccc1[N+](=O)[O-], O. Product: Cc1cc(-c2nc[nH]n2)ccc1N. RXN SMILES: [CH3:16][OH:17].[CH3:1][c:2]1[cH:3][c:4](-[c:11]2[n:12][nH:13][cH:14][n:15]2)[cH:5][cH:6][c:7]1[N+:8]([O-:9])=[O:10].[OH2:18]>>[CH3:1][c:2]1[cH:3][c:4](-[c:11]2[n:12][nH:13][cH:14][n:15]2)[cH:5][cH:6][c:7]1[NH2:8]. Starting materials: CC1CC(C)NCCN1, Cc1cncc2cccc(S(=O)(=O)Cl)c12. Yields the product Cc1cncc2cccc(S(=O)(=O)N3CCNC(C)CC3C)c12, Cl. Reaction SMILES: [CH3:1][CH:2]1[NH:3][CH2:4][CH2:5][NH:6][CH:7]([CH3:9])[CH2:8]1.[Cl:10][S:11](=[O:12])(=[O:13])[c:14]1[c:15]2[c:16]([CH3:24])[cH:17][n:18][cH:19][c:20]2[cH:21][cH:22][cH:23]1>>[CH3:1][CH:2]1[NH:3][CH2:4][CH2:5][N:6]([S:11](=[O:12])(=[O:13])[c:14]2[c:15]3[c:16]([CH3:24])[cH:17][n:18][cH:19][c:20]3[cH:21][cH:22][cH:23]2)[CH:7]([CH3:9])[CH2:8]1.[ClH:10].